From a dataset of the Open Reaction Database (ORD), a public repository of structured organic reaction records. describe an organic reaction: reactants, conditions, products, and yield Starting materials: C(#N)C1=C2C=CNC2=CC=C1 (4-Cyano indole), C(C)(C)N(CC)C(C)C (diisopropylethylamine), C1(=CC=C(C=C1)S(=O)(=O)Cl)C (p-toluene sulfonyl chloride). Solvent: C(C)#N (acetonitrile). Reaction conditions: time 4 hour. The product is S(=O)(=O)(C1=CC=C(C)C=C1)N1C=CC=2C(=CC=CC12)C#N (1-tosyl-1H-indole-4-carbonitrile). The yield is 91.6%. As a reaction SMILES: [C:1]([C:3]1[CH:11]=[CH:10][CH:9]=[C:8]2[C:4]=1[CH:5]=[CH:6][NH:7]2)#[N:2].C(N(C(C)C)CC)(C)C.[C:21]1([CH3:31])[CH:26]=[CH:25][C:24]([S:27](Cl)(=[O:29])=[O:28])=[CH:23][CH:22]=1>C(#N)C>[S:27]([N:7]1[C:8]2[CH:9]=[CH:10][CH:11]=[C:3]([C:1]#[N:2])[C:4]=2[CH:5]=[CH:6]1)([C:24]1[CH:25]=[CH:26][C:21]([CH3:31])=[CH:22][CH:23]=1)(=[O:29])=[O:28]. Reported procedure: To a stirred solution of 4-Cyano indole (0.5 g, 3.5 mmol), diisopropylethylamine (1.8 mL, 10.5 mmol) in acetonitrile (5.0 mL), p-toluene sulfonyl chloride (0.8 g, 4.22 mmol) was added and the mixture was stirred at rt for 4 h. The solvent was evaporated under reduced pressure and the residue was diluted with ethyl acetate. The organic layer was washed with water, dried over anhydrous sodium sulfate and concentrated to yield the title compound as brown colored solid (0.95 g, 90%). [1H-NMR (CDCl3,... Starting materials: OC1=C(C(=CC2=C1[C@@]1(C(C3=CC=4C(C(=CC(C4C(=C3C([C@@]1([C@@H](C2)O)OC)=O)O)=O)N[C@H]2O[C@H]([C@@H]([C@H]([C@H]2OC)O)OC)C)=O)=O)O)C)C(=O)OC ((6R,6aS,14aR)-methyl 1,6,8,14a-tetrahydroxy-11-((2S,3R,4R,5R,6S)-4-hydroxy-3,5-dimethoxy-6-methyltetrahydro-2H-pyran-2-ylamino)-6a-methoxy-3-methyl-7,9,12,14-tetraoxo-5,6,6a,7,9,12,14,14a-octahydrobenzo[a]tetracene-2-carboxylate), C([O-])([O-])=O.[K+].[K+] (potassium carbonate), C(C1=CC=CC=C1)Br (benzyl bromide). Yields the product C(C1=CC=CC=C1)OC1=C(C(=CC2=C1[C@@]1(C(C3=CC=4C(C(=CC(C4C(=C3C([C@@]1([C@@H](C2)O)OC)=O)O)=O)N[C@H]2O[C@H]([C@@H]([C@H]([C@H]2OC)O)OC)C)=O)=O)O)C)C(=O)OC ((6R,6aS,14aR)-methyl 1-(benzyloxy)-6,8,14a-trihydroxy-11-((2S,3R,4R,5R,6S)-4-hydroxy-3,5-dimethoxy-6-methyltetrahydro-2H-pyran-2-ylamino)-6a-methoxy-3-methyl-7,9,12,14-tetraoxo-5,6,6a,7,9,12,14,14a-octahydrobenzo[a]tetracene-2-carboxylate). Isolated yield 45.7%. Reaction SMILES: [OH:1][C:2]1[C:7]2[C@@:8]3([OH:45])[C@@:21]([O:25][CH3:26])([C@H:22]([OH:24])[CH2:23][C:6]=2[CH:5]=[C:4]([CH3:46])[C:3]=1[C:47]([O:49][CH3:50])=[O:48])[C:20](=[O:27])[C:19]1[C:10](=[CH:11][C:12]2[C:13](=[O:43])[C:14]([NH:30][C@@H:31]4[C@H:36]([O:37][CH3:38])[C@H:35]([OH:39])[C@@H:34]([O:40][CH3:41])[C@H:33]([CH3:42])[O:32]4)=[CH:15][C:16](=[O:29])[C:17]=2[C:18]=1[OH:28])[C:9]3=[O:44].C(=O)([O-])[O-].[K+].[K+].[CH2:57](Br)[C:58]1[CH:63]=[CH:62][CH:61]=[CH:60][CH:59]=1>>[CH2:57]([O:1][C:2]1[C:7]2[C@@:8]3([OH:45])[C@@:21]([O:25][CH3:26])([C@H:22]([OH:24])[CH2:23][C:6]=2[CH:5]=[C:4]([CH3:46])[C:3]=1[C:47]([O:49][CH3:50])=[O:48])[C:20](=[O:27])[C:19]1[C:10](=[CH:11][C:12]2[C:13](=[O:43])[C:14]([NH:30][C@@H:31]4[C@H:36]([O:37][CH3:38])[C@H:35]([OH:39])[C@@H:34]([O:40][CH3:41])[C@H:33]([CH3:42])[O:32]4)=[CH:15][C:16](=[O:29])[C:17]=2[C:18]=1[OH:28])[C:9]3=[O:44])[C:58]1[CH:63]=[CH:62][CH:61]=[CH:60][CH:59]=1 |f:1.2.3|. Procedure details: Following General Procedure: Method A using (6R,6aS,14aR)-methyl 1,6,8,14a-tetrahydroxy-11-((2S,3R,4R,5R,6S)-4-hydroxy-3,5-dimethoxy-6-methyltetrahydro-2H-pyran-2-ylamino)-6a-methoxy-3-methyl-7,9,12,14-tetraoxo-5,6,6a,7,9,12,14,14a-octahydrobenzo[a]tetracene-2-carboxylate (35 mg, 0.050 mmol), potassium carbonate (21 mg, 0.15 mmol) and benzyl bromide (18 μL, 0.15 mmol), the product was purified by preparative TLC (silica gel, 95:5 dichloromethane/methanol) to afford (6R,6aS,14aR)-methyl 1-(benzyl... Reactants: C=CCC(C#N)c1ccc(Cl)c(Cl)c1, CC(C)C[AlH]CC(C)C, Cc1ccccc1, O, O=C(O)CC(O)(CC(=O)O)C(=O)O. The product is C=CCC(C=O)c1ccc(Cl)c(Cl)c1. As a reaction SMILES: [C:1](#[N:2])[CH:3]([CH2:4][CH:5]=[CH2:6])[c:7]1[cH:8][c:9]([Cl:14])[c:10]([Cl:13])[cH:11][cH:12]1.[CH3:15][CH:16]([CH2:17][AlH:18][CH2:19][CH:20]([CH3:21])[CH3:22])[CH3:23].[CH3:38][c:39]1[cH:40][cH:41][cH:42][cH:43][cH:44]1.[OH2:24].[OH:25][C:26]([CH2:27][C:28]([C:29](=[O:30])[OH:31])([CH2:32][C:33](=[O:34])[OH:35])[OH:36])=[O:37]>>[CH:1]([CH:3]([CH2:4][CH:5]=[CH2:6])[c:7]1[cH:8][c:9]([Cl:14])[c:10]([Cl:13])[cH:11][cH:12]1)=[O:25]. The reactants are C(#C)[Mg]Br.C1CCOC1 (ethynylmagnesium bromide THF), C(C)N(C1=C(C=C(C=O)C=C1)C(C)C)CC (4-diethylamino-3-isopropylbenzaldehyde). The product is C(C)N(C1=C(C=C(C=C1)C(C#C)O)C(C)C)CC (1-(4-diethylamino-3-isopropylphenyl)prop-2-yn-1-ol), oil. Yield: 83.0%. RXN SMILES: [C:1]([Mg]Br)#[CH:2].C1COCC1.[CH2:10]([N:12]([CH2:24][CH3:25])[C:13]1[CH:20]=[CH:19][C:16]([CH:17]=[O:18])=[CH:15][C:14]=1[CH:21]([CH3:23])[CH3:22])[CH3:11]>>[CH2:24]([N:12]([CH2:10][CH3:11])[C:13]1[CH:20]=[CH:19][C:16]([CH:17]([OH:18])[C:1]#[CH:2])=[CH:15][C:14]=1[CH:21]([CH3:23])[CH3:22])[CH3:25] |f:0.1|. Reported procedure: In a manner analogous to example 1 e, the process is carried out by a reaction of 9.3 ml (4.7 mmol) of 0.5M ethynylmagnesium bromide/THF with 780 mg (3.5 mmol) of 4-diethylamino-3-isopropylbenzaldehyde. 720 mg of 1-(4-diethylamino-3-isopropylphenyl)prop-2-yn-1-ol are obtained in the form of a yellow oil (yield=83%). Reactants: [BH4-], CCO, Cc1ccc(C=C(C#N)c2cccc(F)c2)cc1C, [Na+]. Yields the product Cc1ccc(CC(C#N)c2cccc(F)c2)cc1C. As a reaction SMILES: [BH4-:1].[CH3:22][CH2:23][OH:24].[CH3:3][c:4]1[cH:5][c:6]([CH:11]=[C:12]([C:13]#[N:14])[c:15]2[cH:16][c:17]([F:21])[cH:18][cH:19][cH:20]2)[cH:7][cH:8][c:9]1[CH3:10].[Na+:2]>>[CH3:3][c:4]1[cH:5][c:6]([CH2:11][CH:12]([C:13]#[N:14])[c:15]2[cH:16][c:17]([F:21])[cH:18][cH:19][cH:20]2)[cH:7][cH:8][c:9]1[CH3:10]. Starting materials: CC(C)(C)OC(=O)N1CCNCC1Cc1ccccc1, CCOC(C)=O, CCN(C(C)C)C(C)C, FC(F)(F)c1ccccc1, Nc1ncc(Br)nc1Br, C1COCCO1. Yields the product CC(C)(C)OC(=O)N1CCN(c2nc(Br)cnc2N)CC1Cc1ccccc1. RXN SMILES: [C:10](=[O:11])([O:12][C:13]([CH3:14])([CH3:15])[CH3:16])[N:17]1[CH:18]([CH2:23][c:24]2[cH:25][cH:26][cH:27][cH:28][cH:29]2)[CH2:19][NH:20][CH2:21][CH2:22]1.[CH3:39][CH2:40][O:41][C:42](=[O:43])[CH3:44].[CH:30]([N:31]([CH:32]([CH3:33])[CH3:34])[CH2:35][CH3:36])([CH3:37])[CH3:38].[F:51][C:52]([c:53]1[cH:54][cH:55][cH:56][cH:57][cH:58]1)([F:59])[F:60].[NH2:1][c:2]1[n:3][cH:4][c:5]([Br:9])[n:6][c:7]1[Br:8].[O:45]1[CH2:46][CH2:47][O:48][CH2:49][CH2:50]1>>[NH2:1][c:2]1[n:3][cH:4][c:5]([Br:9])[n:6][c:7]1[N:20]1[CH2:19][CH:18]([CH2:23][c:24]2[cH:25][cH:26][cH:27][cH:28][cH:29]2)[N:17]([C:10](=[O:11])[O:12][C:13]([CH3:14])([CH3:15])[CH3:16])[CH2:22][CH2:21]1.